Dataset: the Open Reaction Database (ORD), a public repository of structured organic reaction records. Task: describe an organic reaction: reactants, conditions, products, and yield Reactants: C1(=CC=CC2=CC=CC=C12)OCCBr (2-(1-naphthyloxy)ethyl bromide), C(C=1C(N)=CC=CC1)(=O)OCC (ethyl anthranilate), CN(P(=O)(N(C)C)N(C)C)C (hexamethylphosphoramide). Solvent: O (water). The product is C1(=CC=CC2=CC=CC=C12)OCCNC1=C(C(=O)OCC)C=CC=C1 (Ethyl 2-{[2-(1-naphthyloxy)ethyl]amino}benzoate). Reaction SMILES: [C:1]1([O:11][CH2:12][CH2:13]Br)[C:10]2[C:5](=[CH:6][CH:7]=[CH:8][CH:9]=2)[CH:4]=[CH:3][CH:2]=1.[C:15]([O:24][CH2:25][CH3:26])(=[O:23])[C:16]1[C:17](=[CH:19][CH:20]=[CH:21][CH:22]=1)[NH2:18].CN(C)P(N(C)C)(N(C)C)=O>O>[C:1]1([O:11][CH2:12][CH2:13][NH:18][C:17]2[CH:19]=[CH:20][CH:21]=[CH:22][C:16]=2[C:15]([O:24][CH2:25][CH3:26])=[O:23])[C:10]2[C:5](=[CH:6][CH:7]=[CH:8][CH:9]=2)[CH:4]=[CH:3][CH:2]=1. Reported procedure: A solution of 12.54 g. of 2-(1-naphthyloxy)ethyl bromide and 16.5 g. of ethyl anthranilate in 50 ml. of hexamethylphosphoramide are heated at 110° for 18 hours. After cooling and diluting with water, the mixture is extracted twice with 200 ml. of ether. The combined ether extracts are washed with water, dried and evaporated to a brown oil. The oil is dissolved in 60 ml. of ethanol and chilled in an ice-bath yielding a beige solid which is recrystallized from 100 ml. of ethanol affording pale yel... The reactants are CC1=NC=NC(=C1C(=O)N1CC2CN(CC2C1)CCC1(CNCC1)C1=CC=CC=C1)C ((4,6-dimethyl-pyrimidin-5-yl)-{5-[2-(3-phenyl-pyrrolidin-3-yl)-ethyl]-hexahydro-pyrrolo[3,4-c]pyrrol-2-yl}-methanone), acid chloride, C(C)(=O)OC(C)=O (acetic anhydride), C1(CCCC1)C(=O)Cl (cyclopentanecarbonyl chloride), C1(CCCC1)CC(=O)Cl (cyclopentyl-acetyl chloride), C(C(C)(C)C)(=O)Cl (pivaloyl chloride). The product is CC1=NC=NC(=C1C(=O)N1CC2C(C1)CN(C2)CCC2(CN(CC2)C(C)=O)C2=CC=CC=C2)C (1-(3-{2-[5-(4,6-Dimethyl-pyrimidine-5-carbonyl)-hexahydro-pyrrolo[3,4-c]pyrrol-2-yl]-ethyl}-3-phenyl-pyrrolidin-1-yl)-ethanone). RXN SMILES: [CH3:1][C:2]1[C:7]([C:8]([N:10]2[CH2:17][CH:16]3[CH:12]([CH2:13][N:14]([CH2:18][CH2:19][C:20]4([C:25]5[CH:30]=[CH:29][CH:28]=[CH:27][CH:26]=5)[CH2:24][CH2:23][NH:22][CH2:21]4)[CH2:15]3)[CH2:11]2)=[O:9])=[C:6]([CH3:31])[N:5]=[CH:4][N:3]=1.[C:32](OC(=O)C)(=[O:34])[CH3:33].C1(C(Cl)=O)CCCC1.C1(CC(Cl)=O)CCCC1.C(Cl)(=O)C(C)(C)C>>[CH3:31][C:6]1[C:7]([C:8]([N:10]2[CH2:17][CH:16]3[CH2:15][N:14]([CH2:18][CH2:19][C:20]4([C:25]5[CH:26]=[CH:27][CH:28]=[CH:29][CH:30]=5)[CH2:24][CH2:23][N:22]([C:32](=[O:34])[CH3:33])[CH2:21]4)[CH2:13][CH:12]3[CH2:11]2)=[O:9])=[C:2]([CH3:1])[N:3]=[CH:4][N:5]=1. Procedure details: The following were prepared analogously from (4,6-dimethyl-pyrimidin-5-yl)-{5-[2-(3-phenyl-pyrrolidin-3-yl)-ethyl]-hexahydro-pyrrolo[3,4-c]pyrrol-2-yl}-methanone using the acid chloride in parenthesis in place of acetic anhydride in the final step: III-1 (cyclopentanecarbonyl chloride), III-2 (cyclopentyl-acetyl chloride) and III-4 (pivaloyl chloride). Reactants: BrC=1C=C2C=3C=C4C(=C(C3NC2=CC1)OCCN(CC)CC)NC=1C=CC(=CC14)Br (2-(2,10-dibromo-5,7-dihydroindolo[2,3-b]carbazol-6-yloxy)-N,N-diethylethanamine). The reagents and catalysts are [Pd] (Pd/C). Solvent: CN(C)C=O (DMF). Conditions: time 8 hour. The product is C1=C2C=3C=C4C(=C(C3NC2=CC=C1)OCCN(CC)CC)NC=1C=CC=CC14 (2-(5,7-dihydroindolo[2,3-b]carbazol-6-yloxy)-N,N-diethylethanamine). Yield: 63.5%. RXN SMILES: Br[C:2]1[CH:3]=[C:4]2[C:12](=[CH:13][CH:14]=1)[NH:11][C:10]1[C:9]([O:15][CH2:16][CH2:17][N:18]([CH2:21][CH3:22])[CH2:19][CH3:20])=[C:8]3[NH:23][C:24]4[CH:25]=[CH:26][C:27](Br)=[CH:28][C:29]=4[C:7]3=[CH:6][C:5]2=1>CN(C=O)C.[Pd]>[CH:3]1[CH:2]=[CH:14][CH:13]=[C:12]2[C:4]=1[C:5]1[CH:6]=[C:7]3[C:29]4[CH:28]=[CH:27][CH:26]=[CH:25][C:24]=4[NH:23][C:8]3=[C:9]([O:15][CH2:16][CH2:17][N:18]([CH2:19][CH3:20])[CH2:21][CH3:22])[C:10]=1[NH:11]2. Procedure details: A mixture of 2-(2,10-dibromo-5,7-dihydroindolo[2,3-b]carbazol-6-yloxy)-N,N-diethylethanamine (133.0 mg, 0.2513 mmol) and 10% Pd/C (0.05 equivalent) in DMF (8 mL) in a hydrogenation flask was filled with H2 and then evacuated with house vacuum for three times, and then filled with H2 (30˜40 psi). The reaction was stirred at room temperature overnight. When TLC and MS showed the reaction was complete, the DMF solvent was removed under vacuum pump. The residue was dissolved in methanol and filtered... Reactants: CC(=O)OCC1SC(O)C(OC(C)=O)C(OC(C)=O)C1OC(C)=O, CCc1ccc(Cc2c(O)cccc2O)cc1, Cc1ccccc1, CC(C)OC(=O)N=NC(=O)OC(C)C, c1ccc(P(c2ccccc2)c2ccccc2)cc1. The product is CCc1ccc(Cc2c(O)cccc2OC2SC(COC(C)=O)C(OC(C)=O)C(OC(C)=O)C2OC(C)=O)cc1. Reaction SMILES: [C:1]([CH3:2])(=[O:3])[O:4][CH:5]1[CH:6]([OH:7])[S:8][CH:9]([CH2:20][O:21][C:22]([CH3:23])=[O:24])[CH:10]([O:16][C:17]([CH3:18])=[O:19])[CH:11]1[O:12][C:13]([CH3:14])=[O:15].[CH2:25]([CH3:26])[c:27]1[cH:28][cH:29][c:30]([CH2:31][c:32]2[c:33]([OH:34])[cH:35][cH:36][cH:37][c:38]2[OH:39])[cH:40][cH:41]1.[CH3:75][c:76]1[cH:77][cH:78][cH:79][cH:80][cH:81]1.[O:61]=[C:62]([O:63][CH:64]([CH3:65])[CH3:66])[N:67]=[N:68][C:69]([O:70][CH:71]([CH3:72])[CH3:73])=[O:74].[c:42]1([P:43]([c:44]2[cH:45][cH:46][cH:47][cH:48][cH:49]2)[c:50]2[cH:51][cH:52][cH:53][cH:54][cH:55]2)[cH:56][cH:57][cH:58][cH:59][cH:60]1>>[C:1]([CH3:2])(=[O:3])[O:4][CH:5]1[CH:6]([O:7][c:38]2[c:32]([CH2:31][c:30]3[cH:29][cH:28][c:27]([CH2:25][CH3:26])[cH:41][cH:40]3)[c:33]([OH:34])[cH:35][cH:36][cH:37]2)[S:8][CH:9]([CH2:20][O:21][C:22]([CH3:23])=[O:24])[CH:10]([O:16][C:17]([CH3:18])=[O:19])[CH:11]1[O:12][C:13]([CH3:14])=[O:15]. The reactants are CC1=NNC(=C1)C (3,5-dimethylpyrazole), [Mn](=O)(=O)(=O)[O-].[K+] (potassium permanganate), O (water), [Mn](=O)(=O)(=O)[O-].[K+] (potassium permanganate). Yields the product CC1=NNC(=C1)C(=O)O (3-METHYLPYRAZOLE-5-CARBOXYLIC ACID). As a reaction SMILES: [CH3:1][C:2]1[CH:6]=[C:5]([CH3:7])[NH:4][N:3]=1.[Mn]([O-])(=O)(=O)=[O:9].[K+].[OH2:14]>>[CH3:1][C:2]1[CH:6]=[C:5]([C:7]([OH:9])=[O:14])[NH:4][N:3]=1 |f:1.2|. Procedure details: A mixture of 3,5-dimethylpyrazole (5.19 g, 54 mmol) and potassium permanganate (9.0 g, 57 mmol) in water (40 ml) was heated on the steam bath until the purple color had practically disappeared (about 15 min.). The second portion of potassium permanganate (9.0 g, 57 mmol) was added slowly, allowing time for complete decolorization before each addition. A very exothermic reaction accompanied by some foaming occurred. The reaction mixture was filtered while hot and the maganese dioxide was washed w... The reactants are S(=S)(=O)([O-])[O-].[Na+].[Na+] (sodium thiosulfate), BrC1=C2C(=NC=C1)N(C=C2)S(=O)(=O)C2=CC=C(C)C=C2 (4-bromo-1-tosyl-1H-pyrrolo[2,3-b]pyridine), II (iodine), C(C)(C)[N-]C(C)C.[Li+] (lithium diisopropylamide). Solvent: C(C)(=O)OCC (ethyl acetate), O (water), O1CCCC1 (tetrahydrofuran), O1CCCC1 (tetrahydrofuran). Conditions: temperature -78 celsius, time 1 hour. Product: BrC1=C2C(=NC=C1)N(C(=C2)I)S(=O)(=O)C2=CC=C(C)C=C2 (4-bromo-2-iodo-1-tosyl-1H-pyrrolo[2,3-b]pyridine). RXN SMILES: [Br:1][C:2]1[CH:7]=[CH:6][N:5]=[C:4]2[N:8]([S:11]([C:14]3[CH:20]=[CH:19][C:17]([CH3:18])=[CH:16][CH:15]=3)(=[O:13])=[O:12])[CH:9]=[CH:10][C:3]=12.C([N-]C(C)C)(C)C.[Li+].[I:29]I.S([O-])([O-])(=O)=S.[Na+].[Na+]>O1CCCC1.C(OCC)(=O)C.O>[Br:1][C:2]1[CH:7]=[CH:6][N:5]=[C:4]2[N:8]([S:11]([C:14]3[CH:20]=[CH:19][C:17]([CH3:18])=[CH:16][CH:15]=3)(=[O:13])=[O:12])[C:9]([I:29])=[CH:10][C:3]=12 |f:1.2,4.5.6|. Procedure: To a solution of Example 5A (25 g, 71.2 mmol) in tetrahydrofuran (600 ml) at −78° C. was slowly added lithium diisopropylamide (2M in tetrahydrofuran, 39.1 mL, 78 mmol) and the mixture was stirred at −78° C. for 1 hour. A solution of iodine (19.87 g, 78 mmol) in tetrahydrofuran (100 mL) was added slowly and the mixture was stirred for 3 hours. Saturated aqueous sodium thiosulfate, water and ethyl acetate were added and the aqueous layer was extracted with ethyl acetate. The combined organics wer... Starting materials: C=CC(=O)OCCCCOc1ccc(C2(F)CC=CC(c3ccc(CCCCO)cc3)=C2F)cc1, ClCCl, O=S(=O)(OS(=O)(=O)C(F)(F)F)C(F)(F)F, O, Cc1cccc(C)n1. The product is C=CC(=O)OCCCCOc1ccc(C2(F)CC=CC(c3ccc(CCCCOS(=O)(=O)C(F)(F)F)cc3)=C2F)cc1. RXN SMILES: [C:16]([CH:17]=[CH2:18])(=[O:19])[O:20][CH2:21][CH2:22][CH2:23][CH2:24][O:25][c:26]1[cH:27][cH:28][c:29]([C:32]2([F:50])[CH2:33][CH:34]=[CH:35][C:36]([c:39]3[cH:40][cH:41][c:42]([CH2:45][CH2:46][CH2:47][CH2:48][OH:49])[cH:43][cH:44]3)=[C:37]2[F:38])[cH:30][cH:31]1.[Cl:60][CH2:61][Cl:62].[F:1][C:2]([S:3](=[O:4])(=[O:5])[O:8][S:9](=[O:10])(=[O:11])[C:12]([F:13])([F:14])[F:15])([F:6])[F:7].[OH2:59].[n:51]1[c:52]([CH3:53])[cH:54][cH:55][cH:56][c:57]1[CH3:58]>>[O:8]([S:9](=[O:10])(=[O:11])[C:12]([F:13])([F:14])[F:15])[CH2:48][CH2:47][CH2:46][CH2:45][c:42]1[cH:41][cH:40][c:39]([C:36]2=[C:37]([F:38])[C:32]([c:29]3[cH:28][cH:27][c:26]([O:25][CH2:24][CH2:23][CH2:22][CH2:21][O:20][C:16]([CH:17]=[CH2:18])=[O:19])[cH:31][cH:30]3)([F:50])[CH2:33][CH:34]=[CH:35]2)[cH:44][cH:43]1. Reactants: C12CC(CCC2O1)C(=O)OCC (ethyl 7-oxabicyclo[4.1.0]heptane-3-carboxylate), Br (HBr), C1(=CC=C(C=C1)S(=O)(=O)O)C (para-toluene sulfonic acid), C(=O)(O)[O-].[Na+] (NaHCO3). The solvent is C(Cl)Cl (CH2Cl2), O (water), C1(=CC=CC=C1)C (toluene). Reaction conditions: time 25 minute. Yields the product BrC1C(CC(CC1)C(=O)OCC)O (Ethyl 4-bromo-3-hydroxycyclohexanecarboxylate). Reaction SMILES: [CH:1]12[O:7][CH:6]1[CH2:5][CH2:4][CH:3]([C:8]([O:10][CH2:11][CH3:12])=[O:9])[CH2:2]2.[BrH:13].C([O-])(O)=O.[Na+].C1(C)C=CC(S(O)(=O)=O)=CC=1>C(Cl)Cl.C1(C)C=CC=CC=1.O>[Br:13][CH:6]1[CH2:5][CH2:4][CH:3]([C:8]([O:10][CH2:11][CH3:12])=[O:9])[CH2:2][CH:1]1[OH:7] |f:2.3|. Reported procedure: To a solution of ethyl 7-oxabicyclo[4.1.0]heptane-3-carboxylate (17.8 g) in CH2Cl2 (350 mL) was added 40% HBr solution (120 mL). The biphasic mixture was stirred vigorously for 25 min, then was neutralized with aqueous NaHCO3 solution. The organic layer was collected and dried over MgSO4, then was concentrated in vacuo. The residue was diluted with toluene (120 mL), and para-toluene sulfonic acid (120 mg, 0.6 mmol) was added. The mixture was heated at 128° C. with azeotropic removal of water ove... Starting materials: CC=1NC=C(N1)C(=O)O (2-methyl-1H-imidazole-4-carboxylic acid), Cl.ClC=1C=C(C=CC1Cl)C1=CC=C(O1)CCN (2-[5-(3,4-dichlorophenyl)furan-2-yl]ethylamine hydrochloride). Product: Cl.ClC=1C=C(C=CC1Cl)C1=CC=C(O1)CCNC(=O)C=1N=C(NC1)C (2-Methyl-1H-imidazole-4-carboxylic acid {2-[5-(3,4-dichlorophenyl)furan-2-yl]ethyl}amide hydrochloride). Reaction SMILES: [CH3:1][C:2]1[NH:3][CH:4]=[C:5]([C:7]([OH:9])=O)[N:6]=1.Cl.[Cl:11][C:12]1[CH:13]=[C:14]([C:19]2[O:23][C:22]([CH2:24][CH2:25][NH2:26])=[CH:21][CH:20]=2)[CH:15]=[CH:16][C:17]=1[Cl:18]>>[ClH:11].[Cl:11][C:12]1[CH:13]=[C:14]([C:19]2[O:23][C:22]([CH2:24][CH2:25][NH:26][C:7]([C:5]3[N:6]=[C:2]([CH3:1])[NH:3][CH:4]=3)=[O:9])=[CH:21][CH:20]=2)[CH:15]=[CH:16][C:17]=1[Cl:18] |f:1.2,3.4|. Procedure details: The title compound was prepared as in Example 12 starting from 2-methyl-1H-imidazole-4-carboxylic acid and 2-[5-(3,4-dichlorophenyl)furan-2-yl]ethylamine hydrochloride. The crude product was purified by flash chromatography using CH—2Cl2/MeOH as a gradient eluent (100:0-97:3). The product was dissolved in DCM, ethyl acetate saturated with hydrogen chloride was added and the precipitated product as a hydrogen chloride salt was filtered. Recrystallization from MeOH/EtOAc. The HCl salt: 1H NMR (400... Starting materials: CC(C)(C)O, CC=C(C)C, COCc1cc(C#N)cc(C=O)c1, [O-][Cl+][O-], [Na+], O. The product is COCc1cc(C#N)cc(C(=O)O)c1. As a reaction SMILES: [C:23]([OH:24])([CH3:25])([CH3:26])[CH3:27].[CH3:14][C:15](=[CH:16][CH3:17])[CH3:18].[CH:1](=[O:2])[c:3]1[cH:4][c:5]([C:6]#[N:7])[cH:8][c:9]([CH2:11][O:12][CH3:13])[cH:10]1.[Cl+:19]([O-:20])[O-:21].[Na+:22].[OH2:28]>>[C:1](=[O:2])([c:3]1[cH:4][c:5]([C:6]#[N:7])[cH:8][c:9]([CH2:11][O:12][CH3:13])[cH:10]1)[OH:20].